This data is from the Open Reaction Database (ORD), a public repository of structured organic reaction records. The task is: describe an organic reaction: reactants, conditions, products, and yield The reactants are [Al+3], Cc1cc(C)c(N2CCCc3c2nn(C)c3NC(=O)OC(C)(C)C)c(C)c1, C1CCOC1, [H-], [H-], [H-], [H-], [Li+]. Yields the product CNc1c2c(nn1C)N(c1c(C)cc(C)cc1C)CCC2. RXN SMILES: [Al+3:29].[C:1]([O:2][C:6](=[O:3])[NH:7][c:8]1[n:9]([CH3:26])[n:10][c:11]2[c:16]1[CH2:15][CH2:14][CH2:13][N:12]2[c:17]1[c:18]([CH3:25])[cH:19][c:20]([CH3:24])[cH:21][c:22]1[CH3:23])([CH3:4])([CH3:5])[CH3:27].[CH2:34]1[O:35][CH2:36][CH2:37][CH2:38]1.[H-:28].[H-:31].[H-:32].[H-:33].[Li+:30]>>[CH3:6][NH:7][c:8]1[n:9]([CH3:26])[n:10][c:11]2[c:16]1[CH2:15][CH2:14][CH2:13][N:12]2[c:17]1[c:18]([CH3:25])[cH:19][c:20]([CH3:24])[cH:21][c:22]1[CH3:23]. The reactants are O=C([O-])[O-], ClCCl, O=C(Cl)Cl, [K+], [K+], Fc1ccc(C(F)(F)F)cc1OC1CN(C(c2ccccc2)c2ccccc2)C1. The product is O=C(Cl)N1CC(Oc2cc(C(F)(F)F)ccc2F)C1. RXN SMILES: [C:5](=[O:6])([O-:7])[O-:8].[CH2:40]([Cl:41])[Cl:42].[Cl:1][C:2]([Cl:3])=[O:4].[K+:10].[K+:9].[c:11]1([CH:12]([c:13]2[cH:14][cH:15][cH:16][cH:17][cH:34]2)[N:18]2[CH2:19][CH:20]([O:22][c:23]3[c:24]([F:33])[cH:25][cH:26][c:27]([C:29]([F:30])([F:31])[F:32])[cH:28]3)[CH2:21]2)[cH:35][cH:36][cH:37][cH:38][cH:39]1>>[Cl:1][C:2](=[O:4])[N:18]1[CH2:19][CH:20]([O:22][c:23]2[c:24]([F:33])[cH:25][cH:26][c:27]([C:29]([F:30])([F:31])[F:32])[cH:28]2)[CH2:21]1. Starting materials: N1=C(C=NC=C1)C(=O)O (pyrazine-2-carboxylic acid), Cl.C(C)N=C=NCCCN(C)C (1-ethyl-3-(3′-dimethylaminopropyl)-carbodiimide hydrochloride), FC1=CC=C(OC2=C(C(=CC(=C2)OC=2C=NC=CC2)N)N)C=C1 (3-(4-fluorophenoxy)-5-(pyridin-3-yloxy)-benzene-1,2-diamine), FC1=CC=C(C=C1)O (4-fluorophenol), OC=1C=NC=CC1 (3-hydroxypyridine), O.C1(=CC=C(C=C1)S(=O)(=O)O)C (p-toluenesulfonic acid monohydrate), amides, amides. The solvent is N1=CC=CC=C1 (pyridine), C(C)(=O)OCC (ethyl acetate), C1(=CC=CC=C1)C (toluene). Run at time 8 hour. Product: FC1=CC=C(OC2=CC(=CC=3NC(=NC32)C3=NC=CC=C3)OC=3C=NC=CC3)C=C1 (4-(4-Fluoro-phenoxy)-2-pyridin-2-yl-6-(pyridin-3-yloxy)-1H-benzimidazole). Reaction SMILES: N1[CH:6]=[CH:5][N:4]=[CH:3][C:2]=1[C:7](O)=O.Cl.[CH2:11](N=C=NCCCN(C)C)C.[F:22][C:23]1[CH:44]=[CH:43][C:26]([O:27][C:28]2[CH:33]=[C:32]([O:34][C:35]3[CH:36]=[N:37][CH:38]=[CH:39][CH:40]=3)[CH:31]=[C:30]([NH2:41])[C:29]=2[NH2:42])=[CH:25][CH:24]=1.FC1C=CC(O)=CC=1.OC1C=NC=CC=1.O.C1(C)C=CC(S(O)(=O)=O)=CC=1>C1(C)C=CC=CC=1.C(OCC)(=O)C.N1C=CC=CC=1>[F:22][C:23]1[CH:44]=[CH:43][C:26]([O:27][C:28]2[C:29]3[N:42]=[C:7]([C:2]4[CH:11]=[CH:6][CH:5]=[CH:4][N:3]=4)[NH:41][C:30]=3[CH:31]=[C:32]([O:34][C:35]3[CH:36]=[N:37][CH:38]=[CH:39][CH:40]=3)[CH:33]=2)=[CH:25][CH:24]=1 |f:1.2,6.7|. Procedure: 18.6 mg of pyrazine-2-carboxylic acid and 57.5 mg of 1-ethyl-3-(3′-dimethylaminopropyl)-carbodiimide hydrochloride were added to a pyridine (2 ml) solution of 46.7 mg of 3-(4-fluorophenoxy)-5-(pyridin-3-yloxy)-benzene-1,2-diamine produced in the same manner as in Example 67 but using 4-fluorophenol and 3-hydroxypyridine, and the reaction liquid was stirred overnight, and then pyridine was evaporated away under reduced pressure. The residue was diluted with ethyl acetate, washed with water, and d... Reactants: FC1=C(N)C=CC(=C1)F (2,4-difluoroaniline), BrC1=CC=C(C=C1)CCCC (1-bromo-4-butylbenzene), C1(=CC=CC=C1)P(C1=C(C2=CC=CC=C2C=C1)C1=C(C=CC2=CC=CC=C12)P(C1=CC=CC=C1)C1=CC=CC=C1)C1=CC=CC=C1 (2,2′-bis(diphenylphosphino)-1,1′-binaphthyl), CC(C)([O-])C.[K+] (potassium-tert-butoxide). Reagents/catalysts: C(C)(=O)[O-].[Pd+2].C(C)(=O)[O-] (palladium(II)acetate). Solvent: C1(=CC=CC=C1)C (toluene). Conditions: temperature 100 celsius, time 24 hour. The product is C(CCC)C1=CC=C(C=C1)NC1=C(C=C(C=C1)F)F (4-butyl-N-(2,4-difluorophenyl)benzeneamine). Reaction SMILES: [F:1][C:2]1[CH:8]=[C:7]([F:9])[CH:6]=[CH:5][C:3]=1[NH2:4].Br[C:11]1[CH:16]=[CH:15][C:14]([CH2:17][CH2:18][CH2:19][CH3:20])=[CH:13][CH:12]=1.C1(P(C2C=CC=CC=2)C2C=CC3C(=CC=CC=3)C=2C2C3C(=CC=CC=3)C=CC=2P(C2C=CC=CC=2)C2C=CC=CC=2)C=CC=CC=1.CC(C)([O-])C.[K+]>C1(C)C=CC=CC=1.C([O-])(=O)C.[Pd+2].C([O-])(=O)C>[CH2:17]([C:14]1[CH:15]=[CH:16][C:11]([NH:4][C:3]2[CH:5]=[CH:6][C:7]([F:9])=[CH:8][C:2]=2[F:1])=[CH:12][CH:13]=1)[CH2:18][CH2:19][CH3:20] |f:3.4,6.7.8|. Procedure: 2,4-difluoroaniline (44 m mol)), 1-bromo-4-butylbenzene (30 m mol)), palladium(II)acetate (0.4 m mol)), 2,2′-bis(diphenylphosphino)-1,1′-binaphthyl (0.9 m mol)), and potassium-tert-butoxide (44 m mol)) were dissolved in toluene (100 ml) in a 250 ml tri-neck-round bottom flask and then stirred in a bath of 100° C. for 24 hours. After the reaction was terminated, the toluene was removed from the solution. After extraction was performed on the solution using dichloromethane and water, the resulting... Procedure: In analogy to the procedure described in example 10 c], [rac]-2-ethoxy-3-(4-hydroxy-2-methyl-phenyl)-propionic acid ethyl ester (example 10 b]) was reacted with 2-[2-(4-isopropyl-phenyl)-thiazol-4-yl]-ethanol in the presence of triphenylphosphine and diethyl azodicarboxylate to yield [rac]-2-ethoxy-3-(4-{2-[2-(4-isopropyl-phenyl)-thiazol-4-yl]-ethoxy}-2-methyl-phenyl)-propionic acid ethyl ester as colorless oil. Starting materials: C(C)(C)C1=CC=C(C=C1)C=1SC=C(N1)CCO (2-[2-(4-isopropyl-phenyl)-thiazol-4-yl]-ethanol), C1(=CC=CC=C1)P(C1=CC=CC=C1)C1=CC=CC=C1 (triphenylphosphine), N(=NC(=O)OCC)C(=O)OCC (diethyl azodicarboxylate), C(C)OC(C(CC1=C(C=C(C=C1)O)C)OCC)=O ([rac]-2-ethoxy-3-(4-hydroxy-2-methyl-phenyl)-propionic acid ethyl ester). Yields the product C(C)OC(C(CC1=C(C=C(C=C1)OCCC=1N=C(SC1)C1=CC=C(C=C1)C(C)C)C)OCC)=O ([rac]-2-ethoxy-3-(4-{2-[2-(4-isopropyl-phenyl)-thiazol-4-yl]-ethoxy}-2-methyl-phenyl)-propionic acid ethyl ester). Reaction SMILES: [CH2:1]([O:3][C:4](=[O:18])[CH:5]([O:15][CH2:16][CH3:17])[CH2:6][C:7]1[CH:12]=[CH:11][C:10]([OH:13])=[CH:9][C:8]=1[CH3:14])[CH3:2].[CH:19]([C:22]1[CH:27]=[CH:26][C:25]([C:28]2[S:29][CH:30]=[C:31]([CH2:33][CH2:34]O)[N:32]=2)=[CH:24][CH:23]=1)([CH3:21])[CH3:20].C1(P(C2C=CC=CC=2)C2C=CC=CC=2)C=CC=CC=1.N(C(OCC)=O)=NC(OCC)=O>>[CH2:1]([O:3][C:4](=[O:18])[CH:5]([O:15][CH2:16][CH3:17])[CH2:6][C:7]1[CH:12]=[CH:11][C:10]([O:13][CH2:34][CH2:33][C:31]2[N:32]=[C:28]([C:25]3[CH:26]=[CH:27][C:22]([CH:19]([CH3:20])[CH3:21])=[CH:23][CH:24]=3)[S:29][CH:30]=2)=[CH:9][C:8]=1[CH3:14])[CH3:2]. Reactants: FC=1C=C(C=CC1OC(F)(F)F)CCC1CCC(CC1)CCC=O (3-(4-(2-(3-fluoro-4-trifluoromethoxyphenyl)ethyl)cyclohexyl)propanal), B.[Na] (sodiumboron hydride). Solvent: C(C)O (Ethanol). Reaction conditions: temperature 0 celsius, time 2 hour. The product is FC=1C=C(C=CC1OC(F)(F)F)CCC1CCC(CC1)CCCO (3-(4-(2-(3-fluoro-4-trifluoromethoxyphenyl)ethyl)cyclohexyl)propanol). The yield is 86.3%. As a reaction SMILES: [F:1][C:2]1[CH:3]=[C:4]([CH2:13][CH2:14][CH:15]2[CH2:20][CH2:19][CH:18]([CH2:21][CH2:22][CH:23]=[O:24])[CH2:17][CH2:16]2)[CH:5]=[CH:6][C:7]=1[O:8][C:9]([F:12])([F:11])[F:10].B.[Na]>C(O)C>[F:1][C:2]1[CH:3]=[C:4]([CH2:13][CH2:14][CH:15]2[CH2:20][CH2:19][CH:18]([CH2:21][CH2:22][CH2:23][OH:24])[CH2:17][CH2:16]2)[CH:5]=[CH:6][C:7]=1[O:8][C:9]([F:11])([F:12])[F:10] |f:1.2,^1:25|. Reported procedure: Ethanol (12 ml) was added to the above 3-(4-(2-(3-fluoro-4-trifluoromethoxyphenyl)ethyl)cyclohexyl)propanal (1.76 g, 5.1 mmol), followed by cooling the mixture down to 0° C. in a nitrogen gas atmosphere, adding to the mixture, sodiumboron hydride (0.19 g, 5.0 mmol) so that the liquid temperature might not exceed 10° C., stirring the mixture at 0° C. for 2 hours, extracting the resulting product with ethyl acetate, washing the organic layer successively with a saturated, aqueous solution of sodiu... The reactants are C(C)(=O)OC(C)=O (acetic anhydride), [H-].[Na+] (Sodium hydride), S1C2=C(C=C1CC=1C(=NC3=CC=C(C=C3C1Cl)C(O)(C=1C=NC(=CC1)C(F)(F)F)C1=CN=CN1C)OC)C=CC=C2 ((3-(Benzo[b]thiophen-2-ylmethyl)-4-chloro-2-methoxyquinolin-6-yl)(1-methyl-1H-imidazol-5-yl)(6-(trifluoromethyl)pyridin-3-yl)methanol), S1C2=C(C=C1CC=1C(=NC3=CC=C(C=C3C1Cl)C(O)(C=1C=NC(=CC1)C(F)(F)F)C1=CN=CN1C)OC)C=CC=C2 ((3-(Benzo[b]thiophen-2-ylmethyl)-4-chloro-2-methoxyquinolin-6-yl)(1-methyl-1H-imidazol-5-yl)(6-(trifluoromethyl)pyridin-3-yl)methanol), C(=O)(O)[O-].[Na+] (NaHCO3). The solvent is CN(C)C=O (DMF). Run at time 45 minute. The product is C(C)(=O)OC(C=1C=NC(=CC1)C(F)(F)F)(C1=CN=CN1C)C=1C=C2C(=C(C(=NC2=CC1)OC)CC1=CC2=C(S1)C=CC=C2)Cl ((3-(Benzo[b]thiophen-2-ylmethyl)-4-chloro-2-methoxyquinolin-6-yl)(1-methyl-1H-imidazol-5-yl)(6-(trifluoromethyl)pyridin-3-yl)methyl acetate). Reaction SMILES: [H-].[Na+].[S:3]1[C:7]([CH2:8][C:9]2[C:10]([O:38][CH3:39])=[N:11][C:12]3[C:17]([C:18]=2[Cl:19])=[CH:16][C:15]([C:20]([C:32]2[N:36]([CH3:37])[CH:35]=[N:34][CH:33]=2)([C:22]2[CH:23]=[N:24][C:25]([C:28]([F:31])([F:30])[F:29])=[CH:26][CH:27]=2)[OH:21])=[CH:14][CH:13]=3)=[CH:6][C:5]2[CH:40]=[CH:41][CH:42]=[CH:43][C:4]1=2.[C:44](OC(=O)C)(=[O:46])[CH3:45].C([O-])(O)=O.[Na+]>CN(C=O)C>[C:44]([O:21][C:20]([C:15]1[CH:16]=[C:17]2[C:12](=[CH:13][CH:14]=1)[N:11]=[C:10]([O:38][CH3:39])[C:9]([CH2:8][C:7]1[S:3][C:4]3[CH:43]=[CH:42][CH:41]=[CH:40][C:5]=3[CH:6]=1)=[C:18]2[Cl:19])([C:32]1[N:36]([CH3:37])[CH:35]=[N:34][CH:33]=1)[C:22]1[CH:23]=[N:24][C:25]([C:28]([F:30])([F:31])[F:29])=[CH:26][CH:27]=1)(=[O:46])[CH3:45] |f:0.1,4.5|. Reported procedure: Sodium hydride (0.12 g, 2.98 mmol) was added to a yellow solution of (3-(benzo[b]thiophen-2-ylmethyl)-4-chloro-2-methoxyquinolin-6-yl)(1-methyl-1H-imidazol-5-yl)(6-(trifluoromethyl)pyridin-3-yl)methanol (0.88 g, 1.49 mmol, Intermediate 51: step c) in dry DMF (25 mL) at room temperature. The mixture was stirred at room temperature for 45 minutes and then acetic anhydride (0.28 mL, 2.98 mmol) was added. The resulting dark mixture was stirred at room temperature overnight. Ice was added followed by... Reactants: BrB(Br)Br, O=C([O-])O, COc1ccc2[nH]ncc2c1, ClCCl, [Na+], O. The product is Oc1ccc2[nH]ncc2c1. RXN SMILES: [B:12]([Br:13])([Br:14])[Br:15].[C:17](=[O:18])([O-:19])[OH:20].[CH3:1][O:2][c:3]1[cH:4][c:5]2[cH:6][n:7][nH:8][c:9]2[cH:10][cH:11]1.[Cl:22][CH2:23][Cl:24].[Na+:21].[OH2:16]>>[OH:2][c:3]1[cH:4][c:5]2[cH:6][n:7][nH:8][c:9]2[cH:10][cH:11]1. The reactants are CC(C)([O-])C.[K+] (potassium tert-butoxide), O (water), O.Cl.OCC1=CC(=NC=C1)C(=O)NC (4-(hydroxymethyl)-N-methylpyridine-2-carboxamide hydrochloride monohydrate), NC1=NC(=C(C(=C1C#N)C1=CC=C(C=C1)F)C#N)SC1=CC=CC=C1 (2-amino-4-[4-fluorophenyl]-6-(phenylsulfanyl)pyridine-3,5-dicarbonitrile). The solvent is COCCOC (1,2-dimethoxyethane). Reaction conditions: temperature 60 celsius, time 8 hour. The product is NC1=C(C(=C(C(=N1)OCC1=CC(=NC=C1)C(=O)NC)C#N)C1=CC=C(C=C1)F)C#N (4-({[6-Amino-3,5-dicyano-4-(4-fluorophenyl)pyridin-2-yl]oxy}methyl)-N-methylpyridine-2-carboxamide). As a reaction SMILES: CC(C)([O-])C.[K+].O.Cl.[OH:9][CH2:10][C:11]1[CH:16]=[CH:15][N:14]=[C:13]([C:17]([NH:19][CH3:20])=[O:18])[CH:12]=1.[NH2:21][C:22]1[C:27]([C:28]#[N:29])=[C:26]([C:30]2[CH:35]=[CH:34][C:33]([F:36])=[CH:32][CH:31]=2)[C:25]([C:37]#[N:38])=[C:24](SC2C=CC=CC=2)[N:23]=1.O>COCCOC>[NH2:21][C:22]1[N:23]=[C:24]([O:9][CH2:10][C:11]2[CH:16]=[CH:15][N:14]=[C:13]([C:17]([NH:19][CH3:20])=[O:18])[CH:12]=2)[C:25]([C:37]#[N:38])=[C:26]([C:30]2[CH:35]=[CH:34][C:33]([F:36])=[CH:32][CH:31]=2)[C:27]=1[C:28]#[N:29] |f:0.1,2.3.4|. Reported procedure: 1.62 g (14.44 mmol) of potassium tert-butoxide were suspended in 10 ml of 1,2-dimethoxyethane. After addition of 1.44 g (8.66 mmol) of 4-(hydroxymethyl)-N-methylpyridine-2-carboxamide hydrochloride monohydrate (Example 40A) and 1.00 g (2.89 mmol) of 2-amino-4-[4-fluorophenyl]-6-(phenylsulfanyl)pyridine-3,5-dicarbonitrile (Example 38A), the mixture was stirred at 60° C. for 2 h and at RT overnight. 30 ml of water were added to the reaction mixture. The precipitate was filtered off and washed with... Reactants: CCCCN=C=O, O=C(C1CN1S(=O)(=O)c1ccccc1Cl)N1CCN(c2ncccc2C(F)(F)F)CC1, [I-], [Na+]. Product: CCCCN1C(=O)N(S(=O)(=O)c2ccccc2Cl)CC1C(=O)N1CCN(c2ncccc2C(F)(F)F)CC1. RXN SMILES: [CH2:34]([CH2:35][CH2:36][CH3:37])[N:38]=[C:39]=[O:40].[Cl:1][c:2]1[c:3]([S:8](=[O:9])(=[O:10])[N:11]2[CH:12]([C:14](=[O:15])[N:16]3[CH2:17][CH2:18][N:19]([c:22]4[n:23][cH:24][cH:25][cH:26][c:27]4[C:28]([F:29])([F:30])[F:31])[CH2:20][CH2:21]3)[CH2:13]2)[cH:4][cH:5][cH:6][cH:7]1.[I-:33].[Na+:32]>>[Cl:1][c:2]1[c:3]([S:8](=[O:9])(=[O:10])[N:11]2[CH2:13][CH:12]([C:14](=[O:15])[N:16]3[CH2:17][CH2:18][N:19]([c:22]4[n:23][cH:24][cH:25][cH:26][c:27]4[C:28]([F:29])([F:30])[F:31])[CH2:20][CH2:21]3)[N:38]([CH2:34][CH2:35][CH2:36][CH3:37])[C:39]2=[O:40])[cH:4][cH:5][cH:6][cH:7]1.